This data is from the Open Reaction Database (ORD), a public repository of structured organic reaction records. The task is: describe an organic reaction: reactants, conditions, products, and yield Starting materials: C1(CC1)N1C=NC2=C1C(=NC(=C2)C2=CC(=C(C=C2)OC)OC)O[C@H](C)[C@@H]2CC(N(C2)[C@H](C)C2=CC=C(C=C2)OC)=O ((R)-4-((R)-1-(3-cyclopropyl-6-(3,4-dimethoxyphenyl)-3H-imidazo[4,5-c]pyridin-4-yloxy)ethyl)-1-((R)-1-(4-methoxyphenyl)ethyl)pyrrolidin-2-one). Run in C(=O)(C(F)(F)F)O (TFA). Run at temperature 60 celsius, time 1.75 hour. Product: C1(CC1)N1C=NC2=C1C(=NC(=C2)C2=CC(=C(C=C2)OC)OC)O[C@H](C)[C@@H]2CC(NC2)=O ((R)-4-((R)-1-(3-cyclopropyl-6-(3,4-dimethoxyphenyl)-3H-imidazo[4,5-c]pyridin-4-yloxy)ethyl)pyrrolidin-2-one). RXN SMILES: [CH:1]1([N:4]2[C:8]3[C:9]([O:23][C@@H:24]([C@H:26]4[CH2:30][N:29]([C@@H](C5C=CC(OC)=CC=5)C)[C:28](=[O:41])[CH2:27]4)[CH3:25])=[N:10][C:11]([C:13]4[CH:18]=[CH:17][C:16]([O:19][CH3:20])=[C:15]([O:21][CH3:22])[CH:14]=4)=[CH:12][C:7]=3[N:6]=[CH:5]2)[CH2:3][CH2:2]1>C(O)(C(F)(F)F)=O>[CH:1]1([N:4]2[C:8]3[C:9]([O:23][C@@H:24]([C@H:26]4[CH2:30][NH:29][C:28](=[O:41])[CH2:27]4)[CH3:25])=[N:10][C:11]([C:13]4[CH:18]=[CH:17][C:16]([O:19][CH3:20])=[C:15]([O:21][CH3:22])[CH:14]=4)=[CH:12][C:7]=3[N:6]=[CH:5]2)[CH2:3][CH2:2]1. Procedure details: (R)-4-((R)-1-(3-cyclopropyl-6-(3,4-dimethoxyphenyl)-3H-imidazo[4,5-c]pyridin-4-yloxy)ethyl)-1-((R)-1-(4-methoxyphenyl)ethyl)pyrrolidin-2-one 2.38 (80 mg, 0.14 mmol) was dissolved in TFA (2 mL) and heated to 60° C. with stirring. After 1.75 h, the temperature was increased to 65° C. After an additional 4.25 h, the temperature was decreased to 55° C. After an additional 18 h, the red solution was concentrated in vacuo and diluted with EtOAc (15 mL) and saturated aqueous NaHCO3 (15 mL). The phases ... Starting materials: cuprous iodide, C1(=CC=CC=C1)P(C1=CC=CC=C1)C1=CC=CC=C1 (triphenylphosphine), C1(CCCC1)OC=1C=C(C=CC1OC)C1(CCC(CC1)=O)C#C (4-(3-cyclopentyloxy-4-methoxyphenyl)-4-ethynylcyclohexan-1-one), IC=1C=C(C=CC1)C=1SC(=NN1)C (2-(3-iodophenyl)-5-methyl-[1,3,4]thiadiazole). Reagents/catalysts: C=1C=CC(=CC1)[P](C=2C=CC=CC2)(C=3C=CC=CC3)[Pd]([P](C=4C=CC=CC4)(C=5C=CC=CC5)C=6C=CC=CC6)([P](C=7C=CC=CC7)(C=8C=CC=CC8)C=9C=CC=CC9)[P](C=1C=CC=CC1)(C=1C=CC=CC1)C=1C=CC=CC1 (tetrakis(triphenylphosphine)palladium). Solvent: C(C)N(CC)CC (triethylamine). Conditions: time 15 hour. The product is C1(CCCC1)OC=1C=C(C=CC1OC)C1(CCC(CC1)=O)C#CC1=CC(=CC=C1)C=1SC(=NN1)C (4-(3-cyclopentyloxy-4-methoxyphenyl)-4-(2-[3-(5-methyl-[1,3,4]thiadiazol-2-yl)phenyl]ethynyl)cyclohexan-1-one). Yield: 82.2%. RXN SMILES: [CH:1]1([O:6][C:7]2[CH:8]=[C:9]([C:15]3([C:22]#[CH:23])[CH2:20][CH2:19][C:18](=[O:21])[CH2:17][CH2:16]3)[CH:10]=[CH:11][C:12]=2[O:13][CH3:14])[CH2:5][CH2:4][CH2:3][CH2:2]1.I[C:25]1[CH:26]=[C:27]([C:31]2[S:32][C:33]([CH3:36])=[N:34][N:35]=2)[CH:28]=[CH:29][CH:30]=1.C1(P(C2C=CC=CC=2)C2C=CC=CC=2)C=CC=CC=1>C(N(CC)CC)C.C1C=CC([P]([Pd]([P](C2C=CC=CC=2)(C2C=CC=CC=2)C2C=CC=CC=2)([P](C2C=CC=CC=2)(C2C=CC=CC=2)C2C=CC=CC=2)[P](C2C=CC=CC=2)(C2C=CC=CC=2)C2C=CC=CC=2)(C2C=CC=CC=2)C2C=CC=CC=2)=CC=1>[CH:1]1([O:6][C:7]2[CH:8]=[C:9]([C:15]3([C:22]#[C:23][C:29]4[CH:30]=[CH:25][CH:26]=[C:27]([C:31]5[S:32][C:33]([CH3:36])=[N:34][N:35]=5)[CH:28]=4)[CH2:16][CH2:17][C:18](=[O:21])[CH2:19][CH2:20]3)[CH:10]=[CH:11][C:12]=2[O:13][CH3:14])[CH2:2][CH2:3][CH2:4][CH2:5]1 |^1:66,68,87,106|. Procedure details: A stirred mixture of 4-(3-cyclopentyloxy-4-methoxyphenyl)-4-ethynylcyclohexan-1-one (0.100 g, 0.32 mmol) and 2-(3-iodophenyl)-5-methyl-[1,3,4]thiadiazole (0.097 g, 0.32 mmol) in dry triethylamine (2.5 mL) was treated under argon with a mixture of tetrakis(triphenylphosphine)palladium (0.016 g, 0.013 mmol), cuprous iodide (0.0033 g, 0.017 mmol), and triphenylphosphine (a small crystal) at 70° C. for 1 h and at 25° C. for 15 h. The reaction mixture was concentrated in vacuo and the residue was par...